describe an organic reaction: reactants, conditions, products, and yield From a dataset of the Open Reaction Database (ORD), a public repository of structured organic reaction records. Product: COC(CNCc1ccc2c(c1)OCO2)OC. Reaction SMILES: [BH4-:18].[CH2:1]1[O:2][c:3]2[cH:4][c:5]([CH:6]=[N:7][CH2:8][CH:9]([O:10][CH3:11])[O:12][CH3:13])[cH:14][cH:15][c:16]2[O:17]1.[CH3:20][OH:21].[Na+:19]>>[CH2:1]1[O:2][c:3]2[cH:4][c:5]([CH2:6][NH:7][CH2:8][CH:9]([O:10][CH3:11])[O:12][CH3:13])[cH:14][cH:15][c:16]2[O:17]1. Reactants: [BH4-], COC(CN=Cc1ccc2c(c1)OCO2)OC, CO, [Na+]. As a reaction SMILES: [OH:1][C:2]1[N:6]([C:7]2[CH:12]=[C:11]([C:13]#[N:14])[CH:10]=[CH:9][N:8]=2)[N:5]=[CH:4][CH:3]=1.[F:15][C:16]1[CH:21]=[CH:20][C:19]([CH2:22]O)=[C:18]([CH3:24])[CH:17]=1>>[F:15][C:16]1[CH:21]=[CH:20][C:19]([CH2:22][O:1][C:2]2[N:6]([C:7]3[CH:12]=[C:11]([C:13]#[N:14])[CH:10]=[CH:9][N:8]=3)[N:5]=[CH:4][CH:3]=2)=[C:18]([CH3:24])[CH:17]=1. Reported procedure: The title compound was prepared from 2-(5-hydroxy-1H-pyrazol-1-yl)pyridine-4-carbonitrile and (4-fluoro-2-methylphenyl)methanol according to the procedure for the preparation of Example 39, part C. 1H NMR (400 MHz, CDCl3): δ 2.38 (3H, s), 5.17 (2H, s), 5.78 (1H, d, J=1.6 Hz), 6.89-6.95 (2H, m), 7.34-7.39 (2H, m), 7.58 (1H, d, J=2.4 Hz), 7.98 (1H, s), 8.67 (1H, d, J=5.2 Hz). [M+H] Calc'd for C17H13FN4O, 309. Found, 309. The product is FC1=CC(=C(C=C1)COC1=CC=NN1C1=NC=CC(=C1)C#N)C (2-[5-[(4-fluoro-2-methylphenyl)methoxy]pyrazol-1-yl]pyridine-4-carbonitrile). The reactants are OC1=CC=NN1C1=NC=CC(=C1)C#N (2-(5-hydroxy-1H-pyrazol-1-yl)pyridine-4-carbonitrile), FC1=CC(=C(C=C1)CO)C ((4-fluoro-2-methylphenyl)methanol). The reactants are C(C1=CC=CC=C1)N1CCN(CC1)C1=CC=C(C=C1)NC1=CC(=NC=N1)N(C(=O)NC1C(=C(C=C(C1(C)Cl)OC)OC)Cl)C (1-{6-[4-(4-benzyl-piperazin-1-yl)-phenylamino]-pyrimidin-4-yl}-3-(2,6-dichloro-3,5-dimethoxy-6-methyl-phenyl)-1-methyl-urea), Cl (HCl). Reagents/catalysts: [Pd] (palladium on carbon). The solvent is CO (MeOH). Run at time 5 day. The product is ClC1=C(C(=C(C=C1OC)OC)Cl)NC(N(C1=NC=NC(=C1)NC1=CC=C(C=C1)N1CCNCC1)C)=O (3-(2,6-Dichloro-3,5-dimethoxy-phenyl)-1-methyl-1-[6-(4-piperazin-1-yl-phenylamino)-pyrimidin-4-yl]-urea). As a reaction SMILES: C([N:8]1[CH2:13][CH2:12][N:11]([C:14]2[CH:19]=[CH:18][C:17]([NH:20][C:21]3[N:26]=[CH:25][N:24]=[C:23]([N:27]([CH3:44])[C:28]([NH:30][CH:31]4[C:36]([Cl:38])(C)[C:35]([O:39][CH3:40])=[CH:34][C:33]([O:41][CH3:42])=[C:32]4[Cl:43])=[O:29])[CH:22]=3)=[CH:16][CH:15]=2)[CH2:10][CH2:9]1)C1C=CC=CC=1.Cl>[Pd].CO>[Cl:38][C:36]1[C:35]([O:39][CH3:40])=[CH:34][C:33]([O:41][CH3:42])=[C:32]([Cl:43])[C:31]=1[NH:30][C:28](=[O:29])[N:27]([CH3:44])[C:23]1[CH:22]=[C:21]([NH:20][C:17]2[CH:18]=[CH:19][C:14]([N:11]3[CH2:10][CH2:9][NH:8][CH2:13][CH2:12]3)=[CH:15][CH:16]=2)[N:26]=[CH:25][N:24]=1. Procedure: A suspension of 1-{6-[4-(4-benzyl-piperazin-1-yl)-phenylamino]-pyrimidin-4-yl}-3-(2,6-dichloro-3,5-dimethoxy-6-methyl-phenyl)-1-methyl-urea (100 mg, 0.161 mmol) (Example 13), palladium on carbon (30 mg), MeOH (6 mL), and HCl (37%, 16 μL) is stirred for 5 days at RT, under a hydrogen atmosphere. The reaction mixture is filtered and concentrated. Purification of the residue by silica gel column chromatography (DCM/2N NH3 in MeOH, 95:5) affords the title compound as a beige solid: ESI-MS: 532.0/534...